This data is from the Open Reaction Database (ORD), a public repository of structured organic reaction records. The task is: describe an organic reaction: reactants, conditions, products, and yield Reactants: CN1N=C2N=NSC2=C1C(=O)N (5-methylpyrazolo-1,2,3-thiadiazole-6-carboxamide), S(=O)(Cl)Cl (thionyl chloride), C(C)(=O)OCC (ethyl acetate). Run in C1(=CC=CC=C1)C (toluene). Reaction conditions: temperature 80 celsius, time 55 hour. Yields the product C(#N)C=1N(N=C2N=NSC21)C (6-cyano-5-methylpyrazolo-1,2,3-thiadiazole). Isolated yield 24.6%. RXN SMILES: [CH3:1][N:2]1[C:9]([C:10]([NH2:12])=O)=[C:8]2[C:4]([N:5]=[N:6][S:7]2)=[N:3]1.S(Cl)(Cl)=O.C(OCC)(=O)C>C1(C)C=CC=CC=1>[C:10]([C:9]1[N:2]([CH3:1])[N:3]=[C:4]2[C:8]=1[S:7][N:6]=[N:5]2)#[N:12]. Procedure details: The compound, 5-methylpyrazolo-1,2,3-thiadiazole-6-carboxamide (0.9 g, 4.92 mmol) was slurried in toluene (10 mL) and thionyl chloride (0.5 mL) was added. The mixture was heated to 80° C. and then to 105° C. with no reaction. The mixture was cooled to 70° C. and ethyl acetate (10 mL) was added. The slurry was stirred at 70° to 80° C. for 55 h, cooled and concentrated onto Silica Woelm®TSC and chromatographed on 50 g of the same silica (25% ether-hexane) to give after a 300 mL forerun 0.2 g of 6-... Reactants: C(C)C(=CC)C1=CC=C(C=C1)F (1-(1-ethyl-propenyl)-4-fluoro-benzene), [Li]CCCC (n-BuLi), CN(C)C=O (DMF). Run in C1CCOC1 (THF). Conditions: temperature 0 celsius, time 10 minute. Product: C(C)C(=CC)C=1C=CC(=C(C=O)C1)F (5-(1-Ethyl-propenyl)-2-fluoro-benzaldehyde). Yield: 48.6%. RXN SMILES: [CH2:1]([C:3]([C:6]1[CH:11]=[CH:10][C:9]([F:12])=[CH:8][CH:7]=1)=[CH:4][CH3:5])[CH3:2].[Li]CCCC.CN([CH:21]=[O:22])C>C1COCC1>[CH2:4]([C:3]([C:6]1[CH:11]=[CH:10][C:9]([F:12])=[C:8]([CH:7]=1)[CH:21]=[O:22])=[CH:1][CH3:2])[CH3:5]. Procedure details: A solution of 1-(1-ethyl-propenyl)-4-fluoro-benzene (15.3 g, 93.2 mmol) in THF (150 mL) at −78° C. is treated with n-BuLi (70 mL, 1.6 M). The reaction mixture is allowed to warm to 0° C. over 60 min, cooled to −78° C., and treated with DMF (10.2 g, 140 mmol). The mixture is stirred for 10 min and quenched with HOAc (10 mL) and water (200 mL). The mixture is allowed to warm to RT, and the THF is removed under vacuum. The residue is extracted with EtOAc (2×100 mL, and the organic layer is dried ov... The reactants are FC(F)(F)c1ccc2c(c1)N(c1nc(Cl)nc3[nH]cnc13)CC2, NC1CCC(N)CC1. Product: NC1CCC(Nc2nc(N3CCc4ccc(C(F)(F)F)cc43)c3nc[nH]c3n2)CC1. RXN SMILES: [Cl:1][c:2]1[n:3][c:4]([N:11]2[CH2:12][CH2:13][c:14]3[cH:15][cH:16][c:17]([C:20]([F:21])([F:22])[F:23])[cH:18][c:19]32)[c:5]2[n:6][cH:7][nH:8][c:9]2[n:10]1.[NH2:24][CH:25]1[CH2:26][CH2:27][CH:28]([NH2:31])[CH2:29][CH2:30]1>>[c:2]1([NH:24][CH:25]2[CH2:26][CH2:27][CH:28]([NH2:31])[CH2:29][CH2:30]2)[n:3][c:4]([N:11]2[CH2:12][CH2:13][c:14]3[cH:15][cH:16][c:17]([C:20]([F:21])([F:22])[F:23])[cH:18][c:19]32)[c:5]2[n:6][cH:7][nH:8][c:9]2[n:10]1. Starting materials: C(=NC1CCCCC1)=NC1CCCCC1, ClCCl, O=C1c2ccccc2C(=O)N1O, O=C(O)CCCCCCCCCO. Product: O=C(CCCCCCCCCO)ON1C(=O)c2ccccc2C1=O. As a reaction SMILES: [CH:26]1([N:27]=[C:28]=[N:29][CH:30]2[CH2:31][CH2:32][CH2:33][CH2:34][CH2:35]2)[CH2:36][CH2:37][CH2:38][CH2:39][CH2:40]1.[Cl:41][CH2:42][Cl:43].[OH:14][N:15]1[C:16](=[O:25])[c:17]2[c:18]([cH:21][cH:22][cH:23][cH:24]2)[C:19]1=[O:20].[OH:1][CH2:2][CH2:3][CH2:4][CH2:5][CH2:6][CH2:7][CH2:8][CH2:9][CH2:10][C:11]([OH:12])=[O:13]>>[OH:1][CH2:2][CH2:3][CH2:4][CH2:5][CH2:6][CH2:7][CH2:8][CH2:9][CH2:10][C:11]([O:12][N:15]1[C:16](=[O:25])[c:17]2[c:18]([cH:21][cH:22][cH:23][cH:24]2)[C:19]1=[O:20])=[O:13]. Starting materials: O (water), dichloride, C(CC)C1=CC=C(C=C1)C#C (4-Propylphenylacetylene), C(#CC)C1=CC=C(C=C1)I (4-(1-propynyl)iodobenzene). The reagents and catalysts are [Cu](I)I (copper iodide). The solvent is C(C)NCC (diethylamine). Run at temperature 20 celsius, time 8 hour. The product is C(CC)C1=CC=C(C=C1)C#CC1=CC=C(C=C1)C#CC (4-propyl-4'-(1-propynyl)tolan). RXN SMILES: [CH2:1]([C:4]1[CH:9]=[CH:8][C:7]([C:10]#[CH:11])=[CH:6][CH:5]=1)[CH2:2][CH3:3].[C:12]([C:15]1[CH:20]=[CH:19][C:18](I)=[CH:17][CH:16]=1)#[C:13][CH3:14].O>C(NCC)C.[Cu](I)I>[CH2:12]([C:15]1[CH:20]=[CH:19][C:18]([C:11]#[C:10][C:7]2[CH:6]=[CH:5][C:4]([C:1]#[C:2][CH3:3])=[CH:9][CH:8]=2)=[CH:17][CH:16]=1)[CH2:13][CH3:14]. Procedure details: 4-Propylphenylacetylene (7.21 g, 0.05 mol) and 4-(1-propynyl)iodobenzene (12.1 g, 0.05 mol) were dissolved in diethylamine (30 cc), and then copper iodide (0.29 g, 1.5 mmol) and dichlorobistriphenylphosphinepalladium dichloride (0.53 g, 0.75 mmol) were added. The resulted mixture was reacted with stirring in nitrogen gas current at about 20° C. for 8 hours. After completion of the reaction, water (100 ml) was added to the resulting reaction mixture. The resulting deposited mass was extracted wit...